From a dataset of the Open Reaction Database (ORD), a public repository of structured organic reaction records. describe an organic reaction: reactants, conditions, products, and yield The reactants are Cc1ccc(S(=O)(=O)Oc2nn(Cc3ccccc3)c3ccccc23)cc1, C#CCCCc1ccccc1, CCCCCCC, ClCCl. As a reaction SMILES: [CH2:1]([c:2]1[cH:3][cH:4][cH:5][cH:6][cH:7]1)[n:8]1[n:9][c:10]([O:17][S:18]([c:19]2[cH:20][cH:21][c:22]([CH3:23])[cH:24][cH:25]2)(=[O:26])=[O:27])[c:11]2[cH:12][cH:13][cH:14][cH:15][c:16]12.[CH2:28]([CH2:29][CH2:30][C:31]#[CH:32])[c:33]1[cH:34][cH:35][cH:36][cH:37][cH:38]1.[CH3:39][CH2:40][CH2:41][CH2:42][CH2:43][CH2:44][CH3:45].[Cl:46][CH2:47][Cl:48]>>[CH2:1]([c:2]1[cH:3][cH:4][cH:5][cH:6][cH:7]1)[n:8]1[n:9][c:10]([C:32]#[C:31][CH2:30][CH2:29][CH2:28][c:33]2[cH:34][cH:35][cH:36][cH:37][cH:38]2)[c:11]2[cH:12][cH:13][cH:14][cH:15][c:16]12. The product is C(#Cc1nn(Cc2ccccc2)c2ccccc12)CCCc1ccccc1. Starting materials: BrCCC1=CC=CC=C1 ((2-bromoethyl)benzene), FC1=C(C=CC(=C1)F)N1NC=2[C@@]3(CC[C@H](C2C1=O)C3(C)C)C ((4S,7R)-2-(2,4-difluoro-phenyl)-7,8,8-trimethyl-1,2,4,5,6,7-hexahydro-4,7-methano-indazol-3-one), FC1=C(C=CC(=C1)F)N1NC=2[C@@]3(CC[C@H](C2C1=O)C3(C)C)C ((4S,7R)-2-(2,4-difluoro-phenyl)-7,8,8-trimethyl-1,2,4,5,6,7-hexahydro-4,7-methano-indazol-3-one), BrCCC1=CC=CC=C1 ((2-bromoethyl)benzene). Reagents/catalysts: [I-].C(CCC)[N+](CCCC)(CCCC)CCCC (tetra-n-butylammonium iodide), [I-].C(CCC)[N+](CCCC)(CCCC)CCCC (tetra-n-butylammonium iodide). Solvent: ClCCl (dichloromethane), CN(C=O)C (N,N-dimethylformamide). Conditions: temperature 100 celsius, time 8 hour. Product: FC1=C(C=CC(=C1)F)N1N(C=2[C@@]3(CC[C@H](C2C1=O)C3(C)C)C)CCC3=CC=CC=C3 ((4S,7R)-2-(2,4-difluoro-phenyl)-7,8,8-trimethyl-1-phenethyl-1,2,4,5,6,7-hexahydro-4,7-methano-indazol-3-one). Isolated yield 27.4%. Reaction SMILES: Br[CH2:2][CH2:3][C:4]1[CH:9]=[CH:8][CH:7]=[CH:6][CH:5]=1.[F:10][C:11]1[CH:16]=[C:15]([F:17])[CH:14]=[CH:13][C:12]=1[N:18]1[C:26](=[O:27])[C:25]2[C@@H:24]3[C:28]([CH3:30])([CH3:29])[C@@:21]([CH3:31])([CH2:22][CH2:23]3)[C:20]=2[NH:19]1>[I-].C([N+](CCCC)(CCCC)CCCC)CCC.CN(C)C=O.ClCCl>[F:10][C:11]1[CH:16]=[C:15]([F:17])[CH:14]=[CH:13][C:12]=1[N:18]1[C:26](=[O:27])[C:25]2[C@@H:24]3[C:28]([CH3:30])([CH3:29])[C@@:21]([CH3:31])([CH2:22][CH2:23]3)[C:20]=2[N:19]1[CH2:2][CH2:3][C:4]1[CH:9]=[CH:8][CH:7]=[CH:6][CH:5]=1 |f:2.3|. Procedure: A mixture of (2-bromoethyl)benzene (200 μL, 1.46 mmol), (4R,7S)-2-(2,4-difluoro-phenyl)-7,8,8-trimethyl-1,2,4,5,6,7-hexahydro-4,7-methano-indazol-3-one (Intermediate 14; 100 mg, 0.33 mmol) and tetra-n-butylammonium iodide (94 mg, 0.25 mmol) in N,N-dimethylformamide (1 mL) was heated in a pressure tube in an oil-bath at 100° C. for 18 h. Additional portions of (2-bromoethyl)benzene (200 μL, 2.2 mmol) and tetra-n-butylammonium iodide (100 mg, 0.27 mmol) were added and the reaction mixture was heat...